This data is from the Open Reaction Database (ORD), a public repository of structured organic reaction records. The task is: describe an organic reaction: reactants, conditions, products, and yield Starting materials: NC(C(=O)O)(C)C (2-amino-2-methyl-propionic acid), C([O-])(O)=O.[Na+] (sodium bicarbonate), C1(=CC=CC=C1)C (toluene), FC1=CC=C(C(=O)Cl)C=C1 (4-fluoro-benzoyl chloride). Solvent: O (water), CC(=O)C (acetone), CC(=O)OC(=O)C (Ac2O). Reaction conditions: temperature 5 celsius, time 1 hour. Yields the product FC1=CC=C(C=C1)C=1OC(C(N1)(C)C)=O (2-(4-Fluoro-phenyl)-4,4-dimethyl-4H-oxazol-5-one). As a reaction SMILES: [NH2:1][C:2]([CH3:7])([CH3:6])[C:3]([OH:5])=[O:4].C(=O)(O)[O-].[Na+].[F:13][C:14]1[CH:22]=[CH:21][C:17]([C:18](Cl)=O)=[CH:16][CH:15]=1.C1(C)C=CC=CC=1>O.CC(C)=O.CC(OC(C)=O)=O>[F:13][C:14]1[CH:22]=[CH:21][C:17]([C:18]2[O:4][C:3](=[O:5])[C:2]([CH3:7])([CH3:6])[N:1]=2)=[CH:16][CH:15]=1 |f:1.2|. Reported procedure: A flask containing 2-amino-2-methyl-propionic acid (500 mg, 4.85 mmol) and sodium bicarbonate (1.29 g, 12.12 mmol) in water (10 mL) and acetone (1 mL) was chilled to 5° C. In a dropwise manner 4-fluoro-benzoyl chloride (0.688 mL, 5.82 mmol) was added. After stirring for 1 hr the mixture was allowed to warm to room temperature. After stirring for an additional 16 hr, the reaction was washed with toluene (2 mL). The aqueous portion was removed and the mixture filtered. The filtrate was partitioned... Reactants: CC1([C@@H]([C@@H]1C#CC(=O)O)C(=O)O[C@@H](C1=CC(=CC=C1)OC1=CC=CC=C1)C#N)C ((S)α-cyano-3-phenoxy-benzyl(1R,cis)2,2-dimethyl-3-[2-carboxyethynyl]-cyclopropane-carboxylate), CC1(CCCC1)O (1-methylcyclopentanol). Procedure: Using the procedure of Step A of Example 15, 3 g of (S)α-cyano-3-phenoxy-benzyl(1R,cis)2,2-dimethyl-3-[2-carboxyethynyl]-cyclopropane-carboxylate and 3 g of 1-methylcyclopentanol were reacted. The residue was chromatographed over silica gel and was eluted with an 8-2 n-hexane-ethyl acetate mixture to obtain 2 g of (S)α-cyano-3-phenoxy-benzyl(1R,cis)2,2-dimethyl-3-[2-(1-methylcyclopentyloxycarbonyl)ethynyl]-cyclopropane-carboxylate. The product is CC1([C@@H]([C@@H]1C#CC(=O)OC1(CCCC1)C)C(=O)O[C@@H](C1=CC(=CC=C1)OC1=CC=CC=C1)C#N)C ((S)α-cyano-3-phenoxy-benzyl(1R,cis)2,2-dimethyl-3-[2-(1-methylcyclopentyloxycarbonyl)ethynyl]-cyclopropane-carboxylate). Isolated yield 55.1%. RXN SMILES: [CH3:1][C:2]1([CH3:29])[C@@H:4]([C:5]#[C:6][C:7]([OH:9])=[O:8])[C@H:3]1[C:10]([O:12][C@H:13]([C:27]#[N:28])[C:14]1[CH:19]=[CH:18][CH:17]=[C:16]([O:20][C:21]2[CH:26]=[CH:25][CH:24]=[CH:23][CH:22]=2)[CH:15]=1)=[O:11].[CH3:30][C:31]1(O)[CH2:35][CH2:34][CH2:33][CH2:32]1>>[CH3:1][C:2]1([CH3:29])[C@@H:4]([C:5]#[C:6][C:7]([O:9][C:31]2([CH3:30])[CH2:35][CH2:34][CH2:33][CH2:32]2)=[O:8])[C@H:3]1[C:10]([O:12][C@H:13]([C:27]#[N:28])[C:14]1[CH:19]=[CH:18][CH:17]=[C:16]([O:20][C:21]2[CH:26]=[CH:25][CH:24]=[CH:23][CH:22]=2)[CH:15]=1)=[O:11]. Starting materials: BrCc1ccccc1, CN(C)C=O, Cc1nn(-c2ccccc2)c(Sc2cc(Cl)cc(Cl)c2)c1CO, [H-], [Na+], O. Product: Cc1nn(-c2ccccc2)c(Sc2cc(Cl)cc(Cl)c2)c1COCc1ccccc1. As a reaction SMILES: [Br:24][CH2:25][c:26]1[cH:27][cH:28][cH:29][cH:30][cH:31]1.[CH3:35][N:36]([CH3:37])[CH:38]=[O:39].[Cl:1][c:2]1[cH:3][c:4]([S:9][c:10]2[c:11]([CH2:22][OH:23])[c:12]([CH3:21])[n:13][n:14]2-[c:15]2[cH:16][cH:17][cH:18][cH:19][cH:20]2)[cH:5][c:6]([Cl:8])[cH:7]1.[H-:32].[Na+:33].[OH2:34]>>[Cl:1][c:2]1[cH:3][c:4]([S:9][c:10]2[c:11]([CH2:22][O:23][CH2:25][c:26]3[cH:27][cH:28][cH:29][cH:30][cH:31]3)[c:12]([CH3:21])[n:13][n:14]2-[c:15]2[cH:16][cH:17][cH:18][cH:19][cH:20]2)[cH:5][c:6]([Cl:8])[cH:7]1.